This data is from the Open Reaction Database (ORD), a public repository of structured organic reaction records. The task is: describe an organic reaction: reactants, conditions, products, and yield The reactants are C1(=CC=CC=C1)C (toluene), C(=O)([O-])[O-].[K+].[K+] (K2CO3), BrC1=C(C=C2C(CC(N(C2=C1)CC)=O)(C)C)C (7-Bromo-1-ethyl-4,4,6-trimethyl-3,4-dihydro-1H-quinolin-2-one), COC1=C(C=C(C=C1)C=O)B(O)O (2-methoxy-5-formylphenylboronic acid). Reagents/catalysts: C=1C=CC(=CC1)[P](C=2C=CC=CC2)(C=3C=CC=CC3)[Pd]([P](C=4C=CC=CC4)(C=5C=CC=CC5)C=6C=CC=CC6)([P](C=7C=CC=CC7)(C=8C=CC=CC8)C=9C=CC=CC9)[P](C=1C=CC=CC1)(C=1C=CC=CC1)C=1C=CC=CC1 (tetrakis(triphenylphosphine)palladium(0)). Solvent: C(C)O (ethanol). Reaction conditions: temperature 80 celsius. The product is C(C)N1C(CC(C2=CC(=C(C=C12)C=1C=C(C=O)C=CC1OC)C)(C)C)=O (3-(1-Ethyl-4,4,6-trimethyl-2-oxo-1,2,3,4-tetrahydro-quinolin-7-yl)-4-methoxy-benzaldehyde). Isolated yield 98.8%. Reaction SMILES: Br[C:2]1[CH:11]=[C:10]2[C:5]([C:6]([CH3:16])([CH3:15])[CH2:7][C:8](=[O:14])[N:9]2[CH2:12][CH3:13])=[CH:4][C:3]=1[CH3:17].[CH3:18][O:19][C:20]1[CH:25]=[CH:24][C:23]([CH:26]=[O:27])=[CH:22][C:21]=1B(O)O.C1(C)C=CC=CC=1.C([O-])([O-])=O.[K+].[K+]>C1C=CC([P]([Pd]([P](C2C=CC=CC=2)(C2C=CC=CC=2)C2C=CC=CC=2)([P](C2C=CC=CC=2)(C2C=CC=CC=2)C2C=CC=CC=2)[P](C2C=CC=CC=2)(C2C=CC=CC=2)C2C=CC=CC=2)(C2C=CC=CC=2)C2C=CC=CC=2)=CC=1.C(O)C>[CH2:12]([N:9]1[C:10]2[C:5](=[CH:4][C:3]([CH3:17])=[C:2]([C:21]3[CH:22]=[C:23]([CH:24]=[CH:25][C:20]=3[O:19][CH3:18])[CH:26]=[O:27])[CH:11]=2)[C:6]([CH3:16])([CH3:15])[CH2:7][C:8]1=[O:14])[CH3:13] |f:3.4.5,^1:47,49,68,87|. Procedure details: A round bottom flask was charged with 6.0 g of Compound 1A (20.3 mmol), 5.5 g of 2-methoxy-5-formylphenylboronic acid (30.4 mmol) and tetrakis(triphenylphosphine)palladium(0), (1.17 g, 0.10 mmol). The flask was sealed and 100 mL of toluene and 30 mL of ethanol was added. The resulting solution was stirred to dissolve the reactants and then 21 mL of 2M K2CO3 was added via syringe. The reaction mixture was heated to 80° C. for 4 hours. After cooling, the reaction mixture was partitioned between et... Starting materials: NC=1C(=NC(=C(N1)N)Cl)C(=O)NC1=NC(=NC(N1)(C)C)OCC (3,5-diamino-6-chloro-N-(3,4-dihydro-4,4-dimethyl-6-ethoxy-1,3,5-triazin-2-yl)-2-pyrazinecarboxamide), C[Si](C)(C)I (trimethylsilyl iodide), Cl (hydrochloric acid), ice water. Run in S1(=O)(=O)CCCC1 (sulfolane). Run at temperature 45 celsius, time 5 hour. Yields the product NC=1C(=NC(=C(N1)N)Cl)C(=O)NC1=NC(=NC(N1)(C)C)O (3,5-Diamino-6-chloro-N-(3,4-dihydro-4,4-dimethyl-6-hydroxy-1,3,5-triazin-2-yl)-2-pyrazinecarboxamide). RXN SMILES: [NH2:1][C:2]1[C:3]([C:10]([NH:12][C:13]2[NH:18][C:17]([CH3:20])([CH3:19])[N:16]=[C:15]([O:21]CC)[N:14]=2)=[O:11])=[N:4][C:5]([Cl:9])=[C:6]([NH2:8])[N:7]=1.C[Si](I)(C)C.Cl>S1(CCCC1)(=O)=O>[NH2:1][C:2]1[C:3]([C:10]([NH:12][C:13]2[NH:18][C:17]([CH3:19])([CH3:20])[N:16]=[C:15]([OH:21])[N:14]=2)=[O:11])=[N:4][C:5]([Cl:9])=[C:6]([NH2:8])[N:7]=1. Procedure: To a stirred solution of 3,5-diamino-6-chloro-N-(3,4-dihydro-4,4-dimethyl-6-ethoxy-1,3,5-triazin-2-yl)-2-pyrazinecarboxamide (0.55 g., 0.0016 mole) in sulfolane (10 ml.) is added trimethylsilyl iodide (1.5 ml.). The reaction mixture is stirred for 5 hours at 45° C., poured into ice water (30 ml.) containing hydrochloric acid (1.5 ml.), then extracted with chloroform (2×15 ml.) The aqueous layer is made basic with ammonia to give 420 mg. of 3,5-diamino-6-chloro-N-(3,4-dihydro-4,4-dimethyl-6-hydro... The reactants are C(F)(F)(F)C(=O)O (CF3CO2H), C(C)(C)(C)OC([C@@H](NS(=O)(=O)C1=CC=C2C(=CN=C(C2=C1)NC(=N)N)Cl)C)=O (N-[(4-chloro-1-guanidino-7-isoquinolinyl)sulphonyl]-L-alanine t-butyl ester). Run in C(Cl)Cl (CH2Cl2). Run at time 2 hour. Product: FC(C(=O)O)(F)F.ClC1=CN=C(C2=CC(=CC=C12)S(=O)(=O)N[C@@H](C)C(=O)O)NC(=N)N (N-[(4-chloro-1-guanidino-7-isoquinolinyl)sulphonyl]-L-alanine trifluoroacetate). Reaction SMILES: [C:1]([C:5]([OH:7])=[O:6])([F:4])([F:3])[F:2].C([O:12][C:13](=[O:35])[C@H:14]([CH3:34])[NH:15][S:16]([C:19]1[CH:28]=[C:27]2[C:22]([C:23]([Cl:33])=[CH:24][N:25]=[C:26]2[NH:29][C:30]([NH2:32])=[NH:31])=[CH:21][CH:20]=1)(=[O:18])=[O:17])(C)(C)C>C(Cl)Cl>[F:2][C:1]([F:4])([F:3])[C:5]([OH:7])=[O:6].[Cl:33][C:23]1[C:22]2[C:27](=[CH:28][C:19]([S:16]([NH:15][C@H:14]([C:13]([OH:35])=[O:12])[CH3:34])(=[O:17])=[O:18])=[CH:20][CH:21]=2)[C:26]([NH:29][C:30]([NH2:32])=[NH:31])=[N:25][CH:24]=1 |f:3.4|. Procedure: CF3CO2H (1.0 mL) was added to a stirred solution of N-[(4-chloro-1-guanidino-7-isoquinolinyl)sulphonyl]-L-alanine t-butyl ester (ca. 150 mg, 0.35 mmol) in CH2Cl2 (3.0 mL) and the mixture stirred at room temperature for 2 h. The mixture was evaporated in vacuo, azeotroping with PhMe and CH2Cl2, and then triturated with Et2O to give N-[(4-chloro-1-guanidino-7-isoquinolinyl)sulphonyl]-L-alanine trifluoroacetate (62 mg, 0.126 mmol) as a white powder. Reactants: COCCCO, CN(C)c1ccncc1, ClCCl, Cc1ccc(S(=O)(=O)Cl)cc1, c1ccncc1. Yields the product COCCCOS(=O)(=O)c1ccc(C)cc1. As a reaction SMILES: [CH3:1][O:2][CH2:3][CH2:4][CH2:5][OH:6].[CH3:27][N:28]([c:29]1[cH:30][cH:31][n:32][cH:33][cH:34]1)[CH3:35].[Cl:18][CH2:19][Cl:20].[c:7]1([CH3:17])[cH:8][cH:9][c:10]([S:13](=[O:14])(=[O:15])[Cl:16])[cH:11][cH:12]1.[cH:21]1[cH:22][cH:23][n:24][cH:25][cH:26]1>>[CH3:1][O:2][CH2:3][CH2:4][CH2:5][O:6][S:13]([c:10]1[cH:9][cH:8][c:7]([CH3:17])[cH:12][cH:11]1)(=[O:14])=[O:15]. Reactants: NC1=C2C(=NC(=C1C(=O)OCC)C)SC=C2C2=CC(=CC=C2)Br (ethyl 4-amino-3-(3-bromophenyl)-6-methylthieno[2,3-b]pyridine-5-carboxylate), BrN1C(CCC1=O)=O (N-bromosuccinimide). Run in C(Cl)Cl (DCM). Reaction conditions: time 3.5 hour. Yields the product NC1=C2C(=NC(=C1C(=O)OCC)C)SC(=C2C2=CC(=CC=C2)Br)Br (Ethyl 4-amino-2-bromo-3-(3-bromophenyl)-6-methylthieno[2,3-b]pyridine-5-carboxylate). The yield is 67.7%. Reaction SMILES: [NH2:1][C:2]1[C:7]([C:8]([O:10][CH2:11][CH3:12])=[O:9])=[C:6]([CH3:13])[N:5]=[C:4]2[S:14][CH:15]=[C:16]([C:17]3[CH:22]=[CH:21][CH:20]=[C:19]([Br:23])[CH:18]=3)[C:3]=12.[Br:24]N1C(=O)CCC1=O>C(Cl)Cl>[NH2:1][C:2]1[C:7]([C:8]([O:10][CH2:11][CH3:12])=[O:9])=[C:6]([CH3:13])[N:5]=[C:4]2[S:14][C:15]([Br:24])=[C:16]([C:17]3[CH:22]=[CH:21][CH:20]=[C:19]([Br:23])[CH:18]=3)[C:3]=12. Reported procedure: To a solution of ethyl 4-amino-3-(3-bromophenyl)-6-methylthieno[2,3-b]pyridine-5-carboxylate (Description 46) (6.309 g, 16.12 mmol) in DCM (100 mL) was added N-bromosuccinimide (3.44 g, 19.35 mmol) at RT. The mixture was stirred for 3.5 h. The solvent was removed in vacuo. The crude residue was then purified by chromatography on silica, eluting with a gradient of 0-30% ethyl acetate in cyclohexane, to give the title compound (5.13 g). LCMS (A) m/z: 471 [M+1]+, Rt 1.52 min (acidic).